Dataset: the Open Reaction Database (ORD), a public repository of structured organic reaction records. Task: describe an organic reaction: reactants, conditions, products, and yield Procedure: 3,4,5-Trimethoxybenzaldehyde (7.81-40.0 mmol) and a 40% aqueous solution of methylamine (20 mL) were stirred at room temperature for 2.5 h. The mixture was extracted with ether (4×75 mL), the ether layers were combined, and the solution washed with saturated aqueous sodium chloride (75 mL), dried (MgSO4), and concentrated under reduced pressure to give a colorless oil (7.94 g, 95%): IR (neat) 2940, 2840, 1646, 1576, 1500, 1453, 1407, 1369, 1323, 1230, 1115, 1013 cm−1; 1H NMR (CDCl3, 300 MHz) δ8.... Product: COC=1C=C(C=CN)C=C(C1OC)OC (3,4,5-Trimethoxybenzylidenemethylamine). Reaction SMILES: [CH3:1][O:2][C:3]1[CH:4]=[C:5]([CH:8]=[C:9]([O:13][CH3:14])[C:10]=1[O:11][CH3:12])[CH:6]=O.[CH3:15][NH2:16]>>[CH3:1][O:2][C:3]1[CH:4]=[C:5]([CH:8]=[C:9]([O:13][CH3:14])[C:10]=1[O:11][CH3:12])[CH:6]=[CH:15][NH2:16]. Starting materials: COC=1C=C(C=O)C=C(C1OC)OC (3,4,5-Trimethoxybenzaldehyde), aqueous solution, CN (methylamine). Isolated yield 95.0%. Reactants: CCNc1ccc(OC(F)(F)F)cc1, O=C1N(c2ccc(OC(F)(F)F)cc2)CCC12CCNCC2, O=C(Cl)OC(Cl)(Cl)Cl. Product: CCN(C(=O)N1CCC2(CC1)CCN(c1ccc(OC(F)(F)F)cc1)C2=O)c1ccc(OC(F)(F)F)cc1. RXN SMILES: [CH2:31]([CH3:32])[NH:33][c:34]1[cH:35][cH:36][c:37]([O:40][C:41]([F:42])([F:43])[F:44])[cH:38][cH:39]1.[F:1][C:2]([O:3][c:4]1[cH:5][cH:6][c:7]([N:10]2[C:11](=[O:20])[C:12]3([CH2:13][CH2:14]2)[CH2:15][CH2:16][NH:17][CH2:18][CH2:19]3)[cH:8][cH:9]1)([F:21])[F:22].[O:23]=[C:24]([Cl:25])[O:26][C:27]([Cl:28])([Cl:29])[Cl:30]>>[F:1][C:2]([O:3][c:4]1[cH:5][cH:6][c:7]([N:10]2[C:11](=[O:20])[C:12]3([CH2:13][CH2:14]2)[CH2:15][CH2:16][N:17]([C:24](=[O:23])[N:33]([CH2:31][CH3:32])[c:34]2[cH:35][cH:36][c:37]([O:40][C:41]([F:42])([F:43])[F:44])[cH:38][cH:39]2)[CH2:18][CH2:19]3)[cH:8][cH:9]1)([F:21])[F:22].